This data is from the Open Reaction Database (ORD), a public repository of structured organic reaction records. The task is: describe an organic reaction: reactants, conditions, products, and yield Starting materials: B(O)(O)C=1C=C(C(=O)O)C=CC1 (3-Boronobenzoic acid), C([O-])([O-])=O.[K+].[K+] (potassium carbonate), FC1(OC2=C(O1)C=CC(=C2)C2(CC2)C(=O)N)F (2,2-difluorobenzo[d][1,3]dioxol-5-yl cyclopropanecarboxamide). The reagents and catalysts are C1=CC=C(C=C1)P([C-]2C=CC=C2)C3=CC=CC=C3.C1=CC=C(C=C1)P([C-]2C=CC=C2)C3=CC=CC=C3.Cl[Pd]Cl.[Fe+2] (Pd(dppf)Cl2). The solvent is CN(C)C=O (DMF). Conditions: temperature 150 celsius. The product is FC1(OC2=C(O1)C=CC(=C2)C2(CC2)C(=O)NN2C(C(=CC=C2)C)C2=CC=CC=C2C(=O)O)F (6-(1-(2,2-difluorobenzo[d][1,3]dioxol-5-yl cyclopropanecarboxamido)-3-methylpyridin-2-yl)benzoic acid). As a reaction SMILES: [F:1][C:2]1([F:17])[O:6][C:5]2[CH:7]=[CH:8][C:9]([C:11]3([C:14]([NH2:16])=[O:15])[CH2:13][CH2:12]3)=[CH:10][C:4]=2[O:3]1.B([C:21]1[CH:22]=[C:23]([CH:27]=[CH:28][CH:29]=1)[C:24](O)=O)(O)O.[C:30](=[O:33])([O-])[O-:31].[K+].[K+]>CN(C=O)C.C1C=CC(P(C2C=CC=CC=2)[C-]2C=CC=C2)=CC=1.C1C=CC(P(C2C=CC=CC=2)[C-]2C=CC=C2)=CC=1.Cl[Pd]Cl.[Fe+2]>[F:17][C:2]1([F:1])[O:6][C:5]2[CH:7]=[CH:8][C:9]([C:11]3([C:14]([NH:16][N:16]4[CH:14]=[CH:11][CH:9]=[C:8]([CH3:7])[CH:24]4[C:23]4[C:27]([C:30]([OH:31])=[O:33])=[CH:28][CH:29]=[CH:21][CH:22]=4)=[O:15])[CH2:13][CH2:12]3)=[CH:10][C:4]=2[O:3]1 |f:2.3.4,6.7.8.9|. Procedure: N-(6-Chloro-5-methylpyridin-2-yl)-1-(2,2-difluorobenzo[d][1,3]dioxol-5-yl cyclopropanecarboxamide (37 mg, 0.10 mmol) was dissolved in 1 mL of DMF in a reaction tube. 3-Boronobenzoic acid (25 mg, 0.15 mmol), 0.2 mL of an aqueous 2 M potassium carbonate solution, and Pd(dppf)Cl2 (8 mg) were added and the reaction mixture was heated for 10 min at 150° C. in the microwave. The reaction mixture was filtered and purified by reverse-phase preparative liquid chromatography to yield 3-(6-(1-(2,2-difluoro... Procedure details: A solution was prepared by heating 6.0 parts of 3-cyano-2(1H)naphthyridinone in 150 ml of dimethylformamide. There was then added 1.9 g of ammonium chloride and 2.3 g of sodium azide and the resulting solution was heated at 120° C. for 84 hours. The mixture was then poured into 500 ml of water and acidified to pH 2 with concentrated hydrochloric acid. The light yellow precipitate which formed was separated by filtration, washed with water and dried to give 3-(1H-tetrazol-5-yl)-2(1H)-naphthyridin... Product: N1N=NN=C1C=1C(NC2=NC=CC=C2C1)=O (3-(1H-tetrazol-5-yl)-2(1H)-naphthyridinone). The solvent is CN(C=O)C (dimethylformamide), O (water). The reactants are Cl (hydrochloric acid), [Cl-].[NH4+] (ammonium chloride), [N-]=[N+]=[N-].[Na+] (sodium azide), C(#N)C=1C(NC2=NC=CC=C2C1)=O (3-cyano-2(1H)naphthyridinone). Run at temperature 120 celsius. As a reaction SMILES: [C:1]([C:3]1[C:4](=[O:13])[NH:5][C:6]2[C:11]([CH:12]=1)=[CH:10][CH:9]=[CH:8][N:7]=2)#[N:2].[Cl-].[NH4+].[N-:16]=[N+:17]=[N-:18].[Na+].Cl>CN(C)C=O.O>[NH:16]1[C:1]([C:3]2[C:4](=[O:13])[NH:5][C:6]3[C:11]([CH:12]=2)=[CH:10][CH:9]=[CH:8][N:7]=3)=[N:2][N:18]=[N:17]1 |f:1.2,3.4|. Starting materials: CC1(OC[C@H](O1)COC1=C(C=C(C(=N)NO)C=C1C)CC)C ((R)-4-(2,2-dimethyl-[1,3]dioxolan-4-ylmethoxy)-3-ethyl-N-hydroxy-5-methyl-benzamidine), ClC=1C=C(C#N)C=C(C1O)C (3-chloro-4-hydroxy-5-methyl-benzonitrile), L-α,β-isopropyliden glycerol. The product is ClC=1C=C(C(=N)NO)C=C(C1OC[C@H]1OC(OC1)(C)C)C ((R)-3-Chloro-4-(2,2-dimethyl-[1,3]dioxolan-4-ylmethoxy)-N-hydroxy-5-methyl-benzamidine), oil. As a reaction SMILES: [CH3:1][C:2]1([CH3:22])[O:6][C@H:5]([CH2:7][O:8][C:9]2[C:18]([CH3:19])=[CH:17][C:12]([C:13]([NH:15][OH:16])=[NH:14])=[CH:11][C:10]=2CC)[CH2:4][O:3]1.[Cl:23]C1C=C(C=C(C)C=1O)C#N>>[Cl:23][C:10]1[CH:11]=[C:12]([CH:17]=[C:18]([CH3:19])[C:9]=1[O:8][CH2:7][C@@H:5]1[CH2:4][O:3][C:2]([CH3:22])([CH3:1])[O:6]1)[C:13]([NH:15][OH:16])=[NH:14]. Procedure: The title compound is obtained as a colorless oil (1.39 g) in analogy to (R)-4-(2,2-dimethyl-[1,3]dioxolan-4-ylmethoxy)-3-ethyl-N-hydroxy-5-methyl-benzamidine starting from 3-chloro-4-hydroxy-5-methyl-benzonitrile and L-α,β-isopropyliden glycerol; LC-MS: tR=0.66 min, [M+H]+=314.96. Reactants: CC1=C(OCC2=C(C=CC=C2)C(C(=O)OC)O)C=C(C=C1)C (methyl 2-[2-(2,5-dimethylphenoxymethyl)phenyl]-2-hydroxyacetate), S(=O)(Cl)Cl (Thionyl chloride). The solvent is ClCCCl (1,2-dichloroethane). The product is ClC(C(=O)OC)C1=C(C=CC=C1)COC1=C(C=CC(=C1)C)C (methyl 2-chloro-2-[2-(2,5-dimethylphenoxymethyl)phenyl]acetate). Yield: 68.6%. Reaction SMILES: [CH3:1][C:2]1[CH:21]=[CH:20][C:19]([CH3:22])=[CH:18][C:3]=1[O:4][CH2:5][C:6]1[CH:11]=[CH:10][CH:9]=[CH:8][C:7]=1[CH:12](O)[C:13]([O:15][CH3:16])=[O:14].S(Cl)([Cl:25])=O>ClCCCl>[Cl:25][CH:12]([C:7]1[CH:8]=[CH:9][CH:10]=[CH:11][C:6]=1[CH2:5][O:4][C:3]1[CH:18]=[C:19]([CH3:22])[CH:20]=[CH:21][C:2]=1[CH3:1])[C:13]([O:15][CH3:16])=[O:14]. Procedure: A solution of methyl 2-[2-(2,5-dimethylphenoxymethyl)phenyl]-2-hydroxyacetate (0.50 g, 1.6 mmol) in 1,2-dichloroethane (20 ml) was stirred at room temperature. Thionyl chloride (0.61 g, 5.1 mmol) was added thereto, and the mixture was heated under reflux overnight and concentrated under reduced pressure. The residue was purified by column chromatography on silica gel (n-hexane/ethyl acetate=97/3) to give the desired compound methyl 2-chloro-2-[2-(2,5-dimethylphenoxymethyl)phenyl]acetate (0.35 g,... The reactants are CI, N#Cc1cc(F)ccc1Oc1cc2cn[nH]c2cn1, [H-], [Na+], CN(C)C=O. Reaction SMILES: [CH3:22][I:23].[F:1][c:2]1[cH:3][cH:4][c:5]([O:10][c:11]2[cH:12][c:13]3[c:14]([cH:15][n:16]2)[nH:17][n:18][cH:19]3)[c:6]([C:7]#[N:8])[cH:9]1.[H-:20].[Na+:21].[O:24]=[CH:25][N:26]([CH3:27])[CH3:28]>>[F:1][c:2]1[cH:3][cH:4][c:5]([O:10][c:11]2[cH:12][c:13]3[c:14]([cH:15][n:16]2)[n:17]([CH3:22])[n:18][cH:19]3)[c:6]([C:7]#[N:8])[cH:9]1. Yields the product Cn1ncc2cc(Oc3ccc(F)cc3C#N)ncc21.